Dataset: the Open Reaction Database (ORD), a public repository of structured organic reaction records. Task: describe an organic reaction: reactants, conditions, products, and yield The reactants are C([O-])([O-])=O.[K+].[K+] (potassium carbonate), ClC1=NC=2C=CC=CC2C2=C1N=C(N2CCC2CCNCC2)C2=CC=CC=C2 (4-chloro-2-phenyl-1-[2-(4-piperidyl)ethyl]-1H-imidazo[4,5-c]quinoline), Cl (hydrochloric acid), [OH-].[Na+] (sodium hydroxide). Run in O1CCOCC1 (1,4-dioxane). Yields the product OC1=NC=2C=CC=CC2C2=C1N=C(N2CCC2CCNCC2)C2=CC=CC=C2 (4-Hydroxy-2-phenyl-1-[2-(4-piperidyl)ethyl]-1H-imidazo[4,5-c]quinoline). Reaction SMILES: Cl[C:2]1[C:11]2[N:12]=[C:13]([C:23]3[CH:28]=[CH:27][CH:26]=[CH:25][CH:24]=3)[N:14]([CH2:15][CH2:16][CH:17]3[CH2:22][CH2:21][NH:20][CH2:19][CH2:18]3)[C:10]=2[C:9]2[CH:8]=[CH:7][CH:6]=[CH:5][C:4]=2[N:3]=1.Cl.[OH-].[Na+].C(=O)([O-])[O-:33].[K+].[K+]>O1CCOCC1>[OH:33][C:2]1[C:11]2[N:12]=[C:13]([C:23]3[CH:28]=[CH:27][CH:26]=[CH:25][CH:24]=3)[N:14]([CH2:15][CH2:16][CH:17]3[CH2:22][CH2:21][NH:20][CH2:19][CH2:18]3)[C:10]=2[C:9]2[CH:8]=[CH:7][CH:6]=[CH:5][C:4]=2[N:3]=1 |f:2.3,4.5.6|. Reported procedure: A solution of 871 mg of 4-chloro-2-phenyl-1-[2-(4-piperidyl)ethyl]-1H-imidazo[4,5-c]quinoline and 2.5 ml of 6 N hydrochloric acid in 8 ml of 1,4-dioxane was refluxed for 3 hours. The reaction mixture was adjusted to pH 10 with 10% aqueous sodium hydroxide solution, and added with potassium carbonate, and then extracted with 1,2-dichloroethane. The extract was dried, and the solvent was evaporated. The resulting residue was washed with ethyl acetate to give 522 mg of pale brown crystals. Recrysta...